From a dataset of the Open Reaction Database (ORD), a public repository of structured organic reaction records. describe an organic reaction: reactants, conditions, products, and yield Reactants: S1(C=CCC1)(=O)=O (4,5-dihydrothiophene 1,1-dioxide), NCCN (1,2-diaminoethane). Solvent: C(C)O (ethanol). Yields the product O=S1(CC(CC1)NCCNC1CS(CC1)(=O)=O)=O (N,N'-bis(1,1-dioxotetrahydro-3-thienyl)-1,2-diaminoethane). RXN SMILES: [S:1]1(=[O:7])(=[O:6])[CH2:5][CH2:4][CH:3]=[CH:2]1.[NH2:8][CH2:9][CH2:10][NH2:11]>C(O)C>[O:6]=[S:1]1(=[O:7])[CH2:5][CH2:4][CH:3]([NH:8][CH2:9][CH2:10][NH:11][CH:3]2[CH2:4][CH2:5][S:1](=[O:7])(=[O:6])[CH2:2]2)[CH2:2]1. Reported procedure: To a 500 ml. round bottom flask equipped with condenser, thermometer and a stirrer were introduced 118 g. (1.0 mole) of 4,5-dihydrothiophene 1,1-dioxide, 200 ml. of 70% by weight aqueous ethanol and 30 g. (0.5 mole) of 1,2-diaminoethane (ethylenediamine). The reaction mixture was heated at reflux (80°-85°C) for 4 hours. The solvent was then removed under a reduced pressure. The product, N,N'-bis(1,1-dioxotetrahydro-3-thienyl)-1,2-diaminoethane, obtained was a viscous liquid that became a solid, ... The reactants are BrC1=CC(=C(C=C1)[N+](=O)[O-])F (4-bromo-2-fluoro-1-nitrobenzene), TEA, Cl.CN (methylamine hydrochloride). Solvent: CS(=O)C (DMSO). Reaction conditions: temperature 120 celsius. Yields the product BrC=1C=CC(=C(NC)C1)[N+](=O)[O-] (5-bromo-N-methyl-2-nitroaniline). Yield: 98.0%. Reaction SMILES: [Br:1][C:2]1[CH:7]=[CH:6][C:5]([N+:8]([O-:10])=[O:9])=[C:4](F)[CH:3]=1.Cl.[CH3:13][NH2:14]>CS(C)=O>[Br:1][C:2]1[CH:7]=[CH:6][C:5]([N+:8]([O-:10])=[O:9])=[C:4]([CH:3]=1)[NH:14][CH3:13] |f:1.2|. Procedure details: To a solution of 4-bromo-2-fluoro-1-nitrobenzene (10 g, 45.7 mmol) in DMSO (50 mL) was added TEA (18.47 g, 183 mmol), methylamine hydrochloride (6.1 g, 91.4 mmol) and the reaction mixture was heated under microwave conditions at 120° C. for 3 h. The mixture was cooled, extracted with ethyl acetate; the combined organic extracts were washed with brine, dried over sodium sulfate and concentrated. The crude product was used in next step without further purification. (10.5 g, yield 98%) MS (ESI+) e/... The reactants are CC#N, COc1cc(C(C)=O)ccc1OCC=CCCl, Fc1ccc2c(C3CCNCC3)noc2c1, [K+], [K+], O=C([O-])[O-]. The product is COc1cc(C(C)=O)ccc1OCC=CCN1CCC(c2noc3cc(F)ccc23)CC1. Reaction SMILES: [CH3:40][C:41]#[N:42].[Cl:23][CH2:24][CH:25]=[CH:26][CH2:27][O:28][c:29]1[c:30]([O:38][CH3:39])[cH:31][c:32]([C:35]([CH3:36])=[O:37])[cH:33][cH:34]1.[F:1][c:2]1[cH:3][c:4]2[c:5]([c:6]([CH:9]3[CH2:10][CH2:11][NH:12][CH2:13][CH2:14]3)[n:7][o:8]2)[cH:15][cH:16]1.[K+:17].[K+:18].[O-:19][C:20]([O-:21])=[O:22]>>[F:1][c:2]1[cH:3][c:4]2[c:5]([c:6]([CH:9]3[CH2:10][CH2:11][N:12]([CH2:24][CH:25]=[CH:26][CH2:27][O:28][c:29]4[c:30]([O:38][CH3:39])[cH:31][c:32]([C:35]([CH3:36])=[O:37])[cH:33][cH:34]4)[CH2:13][CH2:14]3)[n:7][o:8]2)[cH:15][cH:16]1. Starting materials: Cc1ccc(Br)c(C)c1, CC1CN(C(=O)OC(C)(C)C)CCN1, CC(C)(C)[O-], Cc1ccccc1, CC(C)c1cc(C(C)C)c(-c2ccccc2P(C2CCCCC2)C2CCCCC2)c(C(C)C)c1, [Na+], CC(=O)[O-], CC(=O)[O-], [Pd+2]. Product: Cc1ccc(N2CCN(C(=O)OC(C)(C)C)CC2C)c(C)c1. Reaction SMILES: [Br:1][c:2]1[c:3]([CH3:9])[cH:4][c:5]([CH3:8])[cH:6][cH:7]1.[C:10](=[O:11])([O:12][C:13]([CH3:14])([CH3:15])[CH3:16])[N:17]1[CH2:18][CH:19]([CH3:23])[NH:20][CH2:21][CH2:22]1.[CH3:58][C:59]([CH3:60])([O-:61])[CH3:62].[CH3:73][c:74]1[cH:75][cH:76][cH:77][cH:78][cH:79]1.[CH:24]1([P:25]([CH:26]2[CH2:27][CH2:28][CH2:29][CH2:30][CH2:31]2)[c:32]2[cH:33][cH:34][cH:35][cH:36][c:37]2-[c:38]2[c:39]([CH:40]([CH3:41])[CH3:42])[cH:43][c:44]([CH:45]([CH3:46])[CH3:47])[cH:48][c:49]2[CH:50]([CH3:51])[CH3:52])[CH2:53][CH2:54][CH2:55][CH2:56][CH2:57]1.[Na+:63].[O-:65][C:66]([CH3:67])=[O:68].[O-:69][C:70]([CH3:71])=[O:72].[Pd+2:64]>>[c:2]1([N:20]2[CH:19]([CH3:23])[CH2:18][N:17]([C:10](=[O:11])[O:12][C:13]([CH3:14])([CH3:15])[CH3:16])[CH2:22][CH2:21]2)[c:3]([CH3:9])[cH:4][c:5]([CH3:8])[cH:6][cH:7]1. The reactants are CC(CCC(C)C)N(C(CCl)=O)CC(OCC)OCC (N-(1,4-Dimethylpentyl)-N-(2,2-diethoxyethyl)-α-chloroacetamide), C([O-])([O-])=O.[Na+].[Na+] (sodium carbonate), C(CO)O (ethylene glycol), C=1(C(=CC=CC1)S(=O)(=O)O)C (toluenesulfonic acid). The solvent is C(C)O (ethanol). The product is CC(CCC(C)C)N(C(CCl)=O)CC1OCCO1 (N-(1,4-dimethylpentyl)-N-(1,3-dioxolan-2-ylmethyl)-α-chloroacetamide). RXN SMILES: [CH3:1][CH:2]([N:8]([CH2:13][CH:14]([O:18][CH2:19][CH3:20])[O:15]CC)[C:9](=[O:12])[CH2:10][Cl:11])[CH2:3][CH2:4][CH:5]([CH3:7])[CH3:6].C(O)CO.C1(C)C(S(O)(=O)=O)=CC=CC=1.C(=O)([O-])[O-].[Na+].[Na+]>C(O)C>[CH3:1][CH:2]([N:8]([CH2:13][CH:14]1[O:15][CH2:20][CH2:19][O:18]1)[C:9](=[O:12])[CH2:10][Cl:11])[CH2:3][CH2:4][CH:5]([CH3:6])[CH3:7] |f:3.4.5|. Procedure details: N-(1,4-Dimethylpentyl)-N-(2,2-diethoxyethyl)-α-chloroacetamide (10 grams), ethylene glycol (2 grams) and trace amounts of toluenesulfonic acid were charged into a glass reaction vessel equipped with a mechanical stirrer, thermometer and reflux condenser. The reaction mixture was heated at reflux until no more ethanol was given off. After this time sodium carbonate (1 gram) was added to the mixture with stirring and the resulting mixture was distilled to yield the desired product N-(1,4-dimethylp... Reactants: CCO, CS(C)=O, Nc1cc(Cl)c(C(F)(F)F)cc1[N+](=O)[O-], [K+], [OH-]. The product is CCOc1cc(N)c([N+](=O)[O-])cc1C(F)(F)F. Reaction SMILES: [CH3:18][CH2:19][OH:20].[CH3:21][S:22]([CH3:23])=[O:24].[Cl:1][c:2]1[c:3]([C:12]([F:13])([F:14])[F:15])[cH:4][c:5]([N+:9](=[O:10])[O-:11])[c:6]([NH2:8])[cH:7]1.[K+:17].[OH-:16]>>[c:2]1([O:20][CH2:19][CH3:18])[c:3]([C:12]([F:13])([F:14])[F:15])[cH:4][c:5]([N+:9](=[O:10])[O-:11])[c:6]([NH2:8])[cH:7]1.